This data is from the Open Reaction Database (ORD), a public repository of structured organic reaction records. The task is: describe an organic reaction: reactants, conditions, products, and yield Product: BrC1=CC=C(C=C1)C(C\C(=N/O)\C=1C=CC(N(C1)C)=O)C1CCCC1 (5-{3-(4-Bromo-phenyl)-3-cyclopentyl-1-[(E)-hydroxyimino]-propyl}-1-methyl-1H-pyridin-2-one). Procedure: In analogy to example 151, step 3, 5-[3-(4-bromo-phenyl)-3-cyclopentyl-propionyl]-1-methyl-1H-pyridin-2-one was reacted with hydroxylamine hydrochloride in the presence of NaHCO3 to give the title compound as a colorless solid, MS (ESI+): m/z=403.2 [M+H]+. The reactants are BrC1=CC=C(C=C1)C(CC(=O)C=1C=CC(N(C1)C)=O)C1CCCC1 (5-[3-(4-bromo-phenyl)-3-cyclopentyl-propionyl]-1-methyl-1H-pyridin-2-one), Cl.NO (hydroxylamine hydrochloride), C(=O)(O)[O-].[Na+] (NaHCO3). RXN SMILES: [Br:1][C:2]1[CH:7]=[CH:6][C:5]([CH:8]([CH:20]2[CH2:24][CH2:23][CH2:22][CH2:21]2)[CH2:9][C:10]([C:12]2[CH:13]=[CH:14][C:15](=[O:19])[N:16]([CH3:18])[CH:17]=2)=O)=[CH:4][CH:3]=1.Cl.[NH2:26][OH:27].C([O-])(O)=O.[Na+]>>[Br:1][C:2]1[CH:7]=[CH:6][C:5]([CH:8]([CH:20]2[CH2:24][CH2:23][CH2:22][CH2:21]2)[CH2:9]/[C:10](/[C:12]2[CH:13]=[CH:14][C:15](=[O:19])[N:16]([CH3:18])[CH:17]=2)=[N:26]\[OH:27])=[CH:4][CH:3]=1 |f:1.2,3.4|. Isolated yield 27.0%. As a reaction SMILES: [OH:1][C:2]1[C:3]2[CH:18]=[CH:17][CH:16]=[CH:15][C:4]=2[S:5][C:6]=1[C:7]([C:9]1[CH:14]=[CH:13][CH:12]=[CH:11][N:10]=1)=O.P(Cl)(Cl)(Cl)(Cl)Cl.[NH3:25]>>[NH2:25]/[C:7](/[C:9]1[CH:14]=[CH:13][CH:12]=[CH:11][N:10]=1)=[C:6]1\[C:2](=[O:1])[C:3]2[CH:18]=[CH:17][CH:16]=[CH:15][C:4]=2[S:5]\1. Procedure details: Prepared as in Example 1 from (3-hydroxybenzo-[b]thien-2-yl)-2-pyridinyl-methanone, phosphorus(V) chloride and concentrated ammonia with a yield of 27% of theory. M.p. 128°-130° C. (ethyl acetate) C14H10N2OS (254.30): Calc.: C-66.12%; H-3.96%; N-11.02%; S-12.61%; Found: C-66.34%; H-4.09%; N-11.45%; S-12.70%. Yields the product N\C(=C\1/C(C2=C(S1)C=CC=C2)=O)\C2=NC=CC=C2 ((E)-2-[(Amino)-(2-pyridinyl)methylene]-benzo[b]thiophen-3-(2H)-one). Starting materials: OC=1C2=C(SC1C(=O)C1=NC=CC=C1)C=CC=C2 ((3-hydroxybenzo-[b]thien-2-yl)-2-pyridinyl-methanone), P(Cl)(Cl)(Cl)(Cl)Cl (phosphorus(V) chloride), N (ammonia), C14H10N2OS. Starting materials: N[C@@H](CC1=CC=C(C=C1)O)C(=O)O (L-Tyrosine), C(C)(=O)OC(C)=O (Acetic anhydride). Solvent: C(=O)O (formic acid), O (water), O (Water). Run at temperature 10 celsius, time 60 minute. Yields the product C(=O)N[C@@H](CC1=CC=C(C=C1)O)C(=O)O (N-formyl-L-tyrosine). Isolated yield 88.0%. RXN SMILES: [NH2:1][C@H:2]([C:11]([OH:13])=[O:12])[CH2:3][C:4]1[CH:9]=[CH:8][C:7]([OH:10])=[CH:6][CH:5]=1.[C:14](OC(=O)C)(=[O:16])C>C(O)=O.O>[CH:14]([NH:1][C@H:2]([C:11]([OH:13])=[O:12])[CH2:3][C:4]1[CH:5]=[CH:6][C:7]([OH:10])=[CH:8][CH:9]=1)=[O:16]. Reported procedure: L-Tyrosine (60 g; 0.33 mol) was dissolved in 98% formic acid (400 ml) and cooled to 10° C. Acetic anhydride, (192 ml; 1.73 mol) was added in four stages for five minutes, while at the same time maintaining a temperature of 10° C. The mixture was then stirred for 60 min at 10° C. and then kept at room temperature for 30 min. Water (192 ml) was added with stirring at 10 to 15° C. for 30 min, and then the mixture was subjected to evaporation under reduced pressure at 70° C., until a dry residue was... Starting materials: c1(cn(nc1)C)I, c12c(CN(C2(C)C)C(OC(C)(C)C)=O)c(nn1C(OCC)=O)N. The reagents and catalysts are c1ccc(cc1)-c2c3ccccc3cc4ccccc24 (9-Phenylanthracene), CCC(C)(C)[O-].[K+]Â Â  (KOPnt), c1(c2c(P(C(C)(C)C)C(C)(C)C)cccc2)c(cc(cc1C(C)C)C(C)C)C(C)C (tBuXPhos), C(O[Pd]OC(C)=O)(C)=O (Pd(OAc)2). Solvent: CC1=CC=CC=C1 (Toluene). Reaction conditions: temperature 100 celsius, time 18 hour. The product is CCOC(=O)n1nc(Nc2cnn(C)c2)c3CN(C(=O)OC(C)(C)C)C(C)(C)c13. As a reaction SMILES: [CH3:1][CH2:2][O:3][C:4]([n:6]1[c:23]([c:10]2[c:8]([NH2:9])[n:7]1)[C:20]([CH3:22])([CH3:21])[N:12]([C:13]([O:15][C:16]([CH3:19])([CH3:18])[CH3:17])=[O:14])[CH2:11]2)=[O:5].[CH3:24][n:25]1[n:29][cH:28][c:27](I)[cH:26]1>>[CH3:1][CH2:2][O:3][C:4]([n:6]1[c:23]([c:10]2[c:8]([NH:9][c:27]3[cH:26][n:25]([CH3:24])[n:29][cH:28]3)[n:7]1)[C:20]([CH3:22])([CH3:21])[N:12]([C:13]([O:15][C:16]([CH3:19])([CH3:18])[CH3:17])=[O:14])[CH2:11]2)=[O:5]. Reactants: CC1(CCCCC1)OC(=O)N[C@@H](CC1=CC=CC=C1)C(=O)O (N-(1-methylcyclohexyloxycarbonyl) phenylalanine), C1(CCCCC1)N=C=NC1CCCCC1 (N,N'-dicyclohexylcarbodiimide), Cl.COC([C@@H](N)C)=O (alanine methyl ester hydrochloride). Solvent: C(C)#N (acetonitrile), C(C)N(CC)CC (triethylamine), C(C)N(CC)CC (triethylamine), C(C)#N (acetonitrile). Conditions: time 8 hour. The product is CC1(CCCCC1)OC(=O)N[C@@H](CC1=CC=CC=C1)C(=O)O.COC([C@@H](N)C)=O (N-(1-methylcyclohexyloxycarbonyl) phenylalanine alanine methyl ester). Reaction SMILES: [CH3:1][C:2]1([O:8][C:9]([NH:11][C@H:12]([C:20]([OH:22])=[O:21])[CH2:13][C:14]2[CH:19]=[CH:18][CH:17]=[CH:16][CH:15]=2)=[O:10])[CH2:7][CH2:6][CH2:5][CH2:4][CH2:3]1.Cl.[CH3:24][O:25][C:26](=[O:30])[C@H:27]([CH3:29])[NH2:28].C1(N=C=NC2CCCCC2)CCCCC1>C(#N)C.C(N(CC)CC)C>[CH3:1][C:2]1([O:8][C:9]([NH:11][C@H:12]([C:20]([OH:22])=[O:21])[CH2:13][C:14]2[CH:15]=[CH:16][CH:17]=[CH:18][CH:19]=2)=[O:10])[CH2:3][CH2:4][CH2:5][CH2:6][CH2:7]1.[CH3:24][O:25][C:26](=[O:30])[C@H:27]([CH3:29])[NH2:28] |f:1.2,6.7|. Reported procedure: To a solution of 0.52 mM of N-(1-methylcyclohexyloxycarbonyl) phenylalanine in 4 ml. acetonitrile is added 0.60 mM alanine methyl ester hydrochloride and 80 microliters of triethylamine. Immediately following addition of the triethylamine, a solution of 0.58 mM of N,N'-dicyclohexylcarbodiimide in 2 ml. of acetonitrile is added and the reaction is allowed to stir overnight at 20°-25°C. Excess N,N'-dicyclohexylcarbodiimide is destroyed by addition of 5 drops of 50% acetic acid. After adding 15 ml.... As a reaction SMILES: [H-].[Na+].[CH3:3][S:4][C:5]1[N:10]=[C:9]([C:11]2[C:19]3[C:14](=[CH:15][CH:16]=[CH:17][CH:18]=3)[NH:13][N:12]=2)[CH:8]=[CH:7][N:6]=1.[CH3:20]I.O>CN1C(=O)CCC1>[CH3:20][N:13]1[C:14]2[C:19](=[CH:18][CH:17]=[CH:16][CH:15]=2)[C:11]([C:9]2[CH:8]=[CH:7][N:6]=[C:5]([S:4][CH3:3])[N:10]=2)=[N:12]1 |f:0.1|. Isolated yield 75.3%. Yields the product CN1N=C(C2=CC=CC=C12)C1=NC(=NC=C1)SC (1-methyl-3-(2-methylsulfanylpyrimidin-4-yl)-1H-indazole). Reactants: O (water), [H-].[Na+] (Sodium hydride), CSC1=NC=CC(=N1)C1=NNC2=CC=CC=C12 (3-(2-methylsulfanyl-pyrimidin-4-yl)-1H-indazole), CI (methyliodide). The solvent is CN1CCCC1=O (NMP). Reaction conditions: time 15 minute. Procedure: Sodium hydride (60% suspension in mineral oil, 99 mg, 2.47 mmol) was added to a stirring solution of 3-(2-methylsulfanyl-pyrimidin-4-yl)-1H-indazole (520 mg, 2.15 mmol) in NMP at 0° C. The mixture was stirred for 15 min and then methyliodide (0.14 mL, 2.25 mmol) was added and the resulting mixture was stirred for 2 h. The reaction mixture was then poured into water and extracted twice with EtOAc. The combined organic extracts were dried over Na2SO4, filtered and evaporated under reduced pressure...